The task is: describe an organic reaction: reactants, conditions, products, and yield. This data is from the Open Reaction Database (ORD), a public repository of structured organic reaction records. Reactants: [BH4-], CC1(C)OCC(Cc2ccccc2)N1C(=O)C(=O)c1ccn(-c2ccc(-c3ccccc3)cc2)c1, CCOC(C)=O, CO, [Na+]. The product is CC1(C)OCC(Cc2ccccc2)N1C(=O)C(O)c1ccn(-c2ccc(-c3ccccc3)cc2)c1. As a reaction SMILES: [BH4-:36].[CH2:1]([c:2]1[cH:3][cH:4][cH:5][cH:6][cH:7]1)[CH:8]1[N:9]([C:15]([C:16](=[O:17])[c:18]2[cH:19][n:20](-[c:23]3[cH:24][cH:25][c:26](-[c:29]4[cH:30][cH:31][cH:32][cH:33][cH:34]4)[cH:27][cH:28]3)[cH:21][cH:22]2)=[O:35])[C:10]([CH3:13])([CH3:14])[O:11][CH2:12]1.[CH3:38][CH2:39][O:40][C:41]([CH3:42])=[O:43].[CH3:44][OH:45].[Na+:37]>>[CH2:1]([c:2]1[cH:3][cH:4][cH:5][cH:6][cH:7]1)[CH:8]1[N:9]([C:15]([CH:16]([OH:17])[c:18]2[cH:19][n:20](-[c:23]3[cH:24][cH:25][c:26](-[c:29]4[cH:30][cH:31][cH:32][cH:33][cH:34]4)[cH:27][cH:28]3)[cH:21][cH:22]2)=[O:35])[C:10]([CH3:13])([CH3:14])[O:11][CH2:12]1.